From a dataset of the Open Reaction Database (ORD), a public repository of structured organic reaction records. describe an organic reaction: reactants, conditions, products, and yield Reactants: Cc1ccc(S(=O)(=O)OCCN(C(=O)OC(C)(C)C)c2ccncc2)cc1, CCCN(C(=O)c1cc(O)cc(Cl)c1)c1cc(F)cc(F)c1, [H-], [Na+], CN(C)C=O. Product: CCCN(C(=O)c1cc(Cl)cc(OCCN(C(=O)OC(C)(C)C)c2ccncc2)c1)c1cc(F)cc(F)c1. RXN SMILES: [C:25]([CH3:26])([CH3:27])([CH3:28])[O:29][C:30](=[O:31])[N:32]([CH2:33][CH2:34][O:35][S:36]([c:37]1[cH:38][cH:39][c:40]([CH3:41])[cH:42][cH:43]1)(=[O:44])=[O:45])[c:46]1[cH:47][cH:48][n:49][cH:50][cH:51]1.[Cl:1][c:2]1[cH:3][c:4]([C:5](=[O:6])[N:7]([CH2:8][CH2:9][CH3:10])[c:11]2[cH:12][c:13]([F:18])[cH:14][c:15]([F:17])[cH:16]2)[cH:19][c:20]([OH:22])[cH:21]1.[H-:23].[Na+:24].[O:52]=[CH:53][N:54]([CH3:55])[CH3:56]>>[Cl:1][c:2]1[cH:3][c:4]([C:5](=[O:6])[N:7]([CH2:8][CH2:9][CH3:10])[c:11]2[cH:12][c:13]([F:18])[cH:14][c:15]([F:17])[cH:16]2)[cH:19][c:20]([O:22][CH2:34][CH2:33][N:32]([C:30]([O:29][C:25]([CH3:26])([CH3:27])[CH3:28])=[O:31])[c:46]2[cH:47][cH:48][n:49][cH:50][cH:51]2)[cH:21]1. The reactants are ClC=1C=CC2=C(C(=NCC=3N2C(=CN3)CN3C(C=2C(C3=O)=CC=CC2)=O)C2=C(C=CC=C2)Cl)C1 (8-chloro-1-(phthalimidomethyl)-6-(o-chlorophenyl)-4H-imidazo[1,2-a][1,4]benzodiazepine), O.NN (hydrazine hydrate), yellow oil. Run in C(C)O (ethanol). Yields the product ClC=1C=CC2=C(C(=NCC=3N2C(=CN3)CN)C3=C(C=CC=C3)Cl)C1 (8-Chloro-1-(aminomethyl)-6-(o-chlorophenyl)-4H-imidazo[1,2-a][1,4]benzodiazepine). As a reaction SMILES: [Cl:1][C:2]1[CH:3]=[CH:4][C:5]2[N:11]3[C:12]([CH2:15][N:16]4C(=O)C5=CC=CC=C5C4=O)=[CH:13][N:14]=[C:10]3[CH2:9][N:8]=[C:7]([C:27]3[CH:32]=[CH:31][CH:30]=[CH:29][C:28]=3[Cl:33])[C:6]=2[CH:34]=1.O.NN>C(O)C>[Cl:1][C:2]1[CH:3]=[CH:4][C:5]2[N:11]3[C:12]([CH2:15][NH2:16])=[CH:13][N:14]=[C:10]3[CH2:9][N:8]=[C:7]([C:27]3[CH:32]=[CH:31][CH:30]=[CH:29][C:28]=3[Cl:33])[C:6]=2[CH:34]=1 |f:1.2|. Procedure details: A suspension of 8-chloro-1-(phthalimidomethyl)-6-(o-chlorophenyl)-4H-imidazo[1,2-a][1,4]benzodiazepine (2.14g, 4.4 mmole) and hydrazine hydrate (1 g, 22 mmole) in 75ml. of absolute ethanol is stirred at room temperature under nitrogen for 20 hours. The white solid which precipitates is removed by filtration. Theethanol solution is evaporated to dryness in vacuo and the residue is dissolved in chloroform. The chloroform solution is washed with water, then with saturated sodium chloride solution, ... Starting materials: FC=1C=C(C=CC1)C=1CCCN1 (5-(3-fluoro-phenyl)-3,4-dihydro-2H-pyrrole), [BH4-].[Na+] (sodium borohydride), [BH4-].[Na+] (sodium borohydride). The solvent is CO (methanol). Reaction conditions: time 1 hour. Product: FC=1C=C(C=CC1)C1NCCC1 ((RS)-2-(3-Fluoro-phenyl)-pyrrolidine). Yield: 69.2%. RXN SMILES: [F:1][C:2]1[CH:3]=[C:4]([C:8]2[CH2:9][CH2:10][CH2:11][N:12]=2)[CH:5]=[CH:6][CH:7]=1.[BH4-].[Na+]>CO>[F:1][C:2]1[CH:3]=[C:4]([CH:8]2[CH2:9][CH2:10][CH2:11][NH:12]2)[CH:5]=[CH:6][CH:7]=1 |f:1.2|. Reported procedure: To a stirred solution of 5-(3-fluoro-phenyl)-3,4-dihydro-2H-pyrrole (1.10 g, 6.74 mmol) in methanol (40 ml) was added at 0° C. sodium borohydride (0.51 g, 13.4 mmol) and the reaction mixture was stirred at RT for 1 h. Then additional sodium borohydride (0.25 g, 6.61 mmol) was added and stirring was continued for 1 h. The mixture was evaporated, dissolved in saturated NaHCO3-solution (70 ml) and extracted with dichloromethane (2×70 ml). The combined organic layers were washed with brine (70 ml), ... The reactants are NC1=C(C=C(CC2CCN(CC2)CC2=CC=C(C=C2)C(C(F)(F)F)(C(F)(F)F)O)C=C1)Cl (2-(4-((4-(4-amino-3-chlorobenzyl)piperidin-1-yl)methyl)phenyl)-1,1,1,3,3,3-hexafluoropropan-2-ol), C(OC1=CC=C(C=C1)[N+](=O)[O-])(=O)Cl (4-nitrophenyl carbonochloridate), NCC(C)(O)C (1-Amino-2-methylpropan-2-ol). The solvent is O1CCCC1 (tetrahydrofuran). Reaction conditions: time 8 hour. The product is ClC1=C(C=CC(=C1)CC1CCN(CC1)CC1=CC=C(C=C1)C(C(F)(F)F)(C(F)(F)F)O)NC(=O)NCC(C)(C)O (1-(2-Chloro-4-((1-(4-(1,1,1,3,3,3-hexafluoro-2-hydroxypropan-2-yl)benzyl)piperidin-4-yl)methyl)phenyl)-3-(2-hydroxy-2-methylpropyl)urea). Yield: 23.6%. Reaction SMILES: [NH2:1][C:2]1[CH:31]=[CH:30][C:5]([CH2:6][CH:7]2[CH2:12][CH2:11][N:10]([CH2:13][C:14]3[CH:19]=[CH:18][C:17]([C:20]([OH:29])([C:25]([F:28])([F:27])[F:26])[C:21]([F:24])([F:23])[F:22])=[CH:16][CH:15]=3)[CH2:9][CH2:8]2)=[CH:4][C:3]=1[Cl:32].[C:33](Cl)(=O)[O:34]C1C=CC([N+]([O-])=O)=CC=1.[NH2:46][CH2:47][C:48]([CH3:51])([OH:50])[CH3:49]>O1CCCC1>[Cl:32][C:3]1[CH:4]=[C:5]([CH2:6][CH:7]2[CH2:12][CH2:11][N:10]([CH2:13][C:14]3[CH:15]=[CH:16][C:17]([C:20]([OH:29])([C:21]([F:22])([F:23])[F:24])[C:25]([F:28])([F:26])[F:27])=[CH:18][CH:19]=3)[CH2:9][CH2:8]2)[CH:30]=[CH:31][C:2]=1[NH:1][C:33]([NH:46][CH2:47][C:48]([OH:50])([CH3:51])[CH3:49])=[O:34]. Procedure: A solution of 2-(4-((4-(4-amino-3-chlorobenzyl)piperidin-1-yl)methyl)phenyl)-1,1,1,3,3,3-hexafluoropropan-2-ol (0.416 mmol, 200 mg) and 4-nitrophenyl carbonochloridate (0.416 mmol, 84 mg) in tetrahydrofuran (5 mL) was stirred at room temperature for 30 minutes. 1-Amino-2-methylpropan-2-ol (0.832 mmol, 0.106 mL, 74.1 mg) was added and the reaction was stirred at room temperature overnight. The reaction mixture was concentrated under vacuum and the residue purified by silica column chromatography ... The product is C=CC(OC(C)OCC)C(NC(=O)c1ccccc1)c1ccccc1. As a reaction SMILES: [CH2:49]([Cl:50])[Cl:51].[CH:21](=[CH2:22])[O:23][CH2:24][CH3:25].[c:1]1([CH:7]([CH:8]([CH:9]=[CH2:10])[OH:11])[NH:12][C:13]([c:14]2[cH:15][cH:16][cH:17][cH:18][cH:19]2)=[O:20])[cH:2][cH:3][cH:4][cH:5][cH:6]1.[c:26]1([CH3:27])[cH:28][cH:29][c:30]([S:31]([O-:32])(=[O:33])=[O:34])[cH:35][cH:36]1.[cH:43]1[cH:44][cH:45][n:46][cH:47][cH:48]1.[nH+:37]1[cH:38][cH:39][cH:40][cH:41][cH:42]1>>[c:1]1([CH:7]([CH:8]([CH:9]=[CH2:10])[O:11][CH:21]([CH3:22])[O:23][CH2:24][CH3:25])[NH:12][C:13]([c:14]2[cH:15][cH:16][cH:17][cH:18][cH:19]2)=[O:20])[cH:2][cH:3][cH:4][cH:5][cH:6]1. Starting materials: ClCCl, C=COCC, C=CC(O)C(NC(=O)c1ccccc1)c1ccccc1, Cc1ccc(S(=O)(=O)[O-])cc1, c1ccncc1, c1cc[nH+]cc1.